This data is from the Open Reaction Database (ORD), a public repository of structured organic reaction records. The task is: describe an organic reaction: reactants, conditions, products, and yield Starting materials: FC1=C(C=O)C=C(C=C1)F (2,5-difluorobenzaldehyde), C(CCC)[Li] (n-butyl lithium), C(C)(C)NC(C)C (diisopropylamine), BrC1=NC=C(C=C1)Cl (2-bromo-5-chloropyridine). The solvent is CCCCCC (hexane), O1CCCC1 (tetrahydrofuran), CCCCCC (hexane), O1CCCC1 (tetrahydrofuran), O (water). Reaction conditions: time 1 hour. The product is BrC1=NC=C(C(=C1)C(O)C1=C(C=CC(=C1)F)F)Cl (2-Bromo-5-chloro-4-[(2,5-difluorophenyl)hydroxymethyl]pyridine). Yield: 75.1%. RXN SMILES: C([Li])CCC.C(NC(C)C)(C)C.[Br:13][C:14]1[CH:19]=[CH:18][C:17]([Cl:20])=[CH:16][N:15]=1.[F:21][C:22]1[CH:29]=[CH:28][C:27]([F:30])=[CH:26][C:23]=1[CH:24]=[O:25]>CCCCCC.O.O1CCCC1>[Br:13][C:14]1[CH:19]=[C:18]([CH:24]([C:23]2[CH:26]=[C:27]([F:30])[CH:28]=[CH:29][C:22]=2[F:21])[OH:25])[C:17]([Cl:20])=[CH:16][N:15]=1. Procedure: Under an argon atmosphere, n-butyl lithium (a 1.58M hexane solution, 88 ml, 138 mmol) was added to a tetrahydrofuran (200 ml) solution of diisopropylamine (21 ml, 150 mmol) at −78° C. The resulting mixture was stirred for 1 hour. To the reaction mixture was added dropwise a tetrahydrofuran (100 ml) solution of 2-bromo-5-chloropyridine (19 g, 98.7 mmol). The resulting mixture was stirred for 1.5 hours. To the reaction mixture was added dropwise 2,5-difluorobenzaldehyde (16 ml, 148 mmol), followed... RXN SMILES: [H-:16].[I:18][CH3:19].[N+:1](=[O:2])([O-:3])[c:4]1[cH:5][cH:6][c:7]([N:10]2[CH2:11][CH:12]([OH:15])[CH2:13][CH2:14]2)[n:8][cH:9]1.[Na+:17].[O:20]=[CH:21][N:22]([CH3:23])[CH3:24]>>[N+:1](=[O:2])([O-:3])[c:4]1[cH:5][cH:6][c:7]([N:10]2[CH2:11][CH:12]([O:15][CH3:19])[CH2:13][CH2:14]2)[n:8][cH:9]1. Yields the product COC1CCN(c2ccc([N+](=O)[O-])cn2)C1. The reactants are [H-], CI, O=[N+]([O-])c1ccc(N2CCC(O)C2)nc1, [Na+], CN(C)C=O.